This data is from the Open Reaction Database (ORD), a public repository of structured organic reaction records. The task is: describe an organic reaction: reactants, conditions, products, and yield Starting materials: BrBr (bromine), C(C)(C)(C)C=1C=C(C=C(C1)C(C)(C)C)O (3,5-di-tertbutylphenol). Solvent: C(C)#N (acetonitrile). Product: BrC1=CC(=CC(=C1)C(C)(C)C)C(C)(C)C (1-bromo-3,5-di-tertbutylbenzene). RXN SMILES: [Br:1]Br.[C:3]([C:7]1[CH:8]=[C:9](O)[CH:10]=[C:11]([C:13]([CH3:16])([CH3:15])[CH3:14])[CH:12]=1)([CH3:6])([CH3:5])[CH3:4]>C(#N)C>[Br:1][C:9]1[CH:8]=[C:7]([C:3]([CH3:6])([CH3:5])[CH3:4])[CH:12]=[C:11]([C:13]([CH3:16])([CH3:15])[CH3:14])[CH:10]=1. Reported procedure: After bromine addition, the ice bath was removed. 124 g of 3,5-di-tertbutylphenol (601 mmol) and 140 mL acetonitrile were added in one portion. The orange/white suspension converted into an orange solution upon heating. The mechanical stirrer was replaced by an egg-shape stir bar. The solution was stirred at gentle reflux temperature for three hours. The reactants are Cc1ccc(-c2c(C#N)c(CC(C)C)nc3ccc(OCCOCC(=O)OC(C)(C)C)cc23)cc1, CO, N. Product: Cc1ccc(-c2c(CN)c(CC(C)C)nc3ccc(OCCOCC(=O)OC(C)(C)C)cc23)cc1. As a reaction SMILES: [C:1](#[N:2])[c:3]1[c:4]([CH2:32][CH:33]([CH3:34])[CH3:35])[n:5][c:6]2[cH:7][cH:8][c:9]([O:20][CH2:21][CH2:22][O:23][CH2:24][C:25](=[O:26])[O:27][C:28]([CH3:29])([CH3:30])[CH3:31])[cH:10][c:11]2[c:12]1-[c:13]1[cH:14][cH:15][c:16]([CH3:19])[cH:17][cH:18]1.[CH3:37][OH:38].[NH3:36]>>[CH2:1]([NH2:2])[c:3]1[c:4]([CH2:32][CH:33]([CH3:34])[CH3:35])[n:5][c:6]2[cH:7][cH:8][c:9]([O:20][CH2:21][CH2:22][O:23][CH2:24][C:25](=[O:26])[O:27][C:28]([CH3:29])([CH3:30])[CH3:31])[cH:10][c:11]2[c:12]1-[c:13]1[cH:14][cH:15][c:16]([CH3:19])[cH:17][cH:18]1. The reactants are ClCCl, CC(C)COC(=O)Cl, CN1CCOCC1, CNOC, Cl, O=C(O)c1cccc(F)n1. The product is CON(C)C(=O)c1cccc(F)n1. RXN SMILES: [CH2:31]([Cl:32])[Cl:33].[CH2:8]([O:9][C:10]([Cl:11])=[O:12])[CH:13]([CH3:14])[CH3:15].[CH3:1][N:2]1[CH2:3][CH2:4][O:5][CH2:6][CH2:7]1.[CH3:27][O:28][NH:29][CH3:30].[ClH:26].[F:16][c:17]1[cH:18][cH:19][cH:20][c:21]([C:23](=[O:24])[OH:25])[n:22]1>>[F:16][c:17]1[cH:18][cH:19][cH:20][c:21]([C:23](=[O:25])[N:29]([O:28][CH3:27])[CH3:30])[n:22]1. Reactants: [BH4-], CCO, Cl[Ce](Cl)Cl, [Na+], O=C1C=C(c2ccc3ccccc3c2)CC1. Yields the product OC1C=C(c2ccc3ccccc3c2)CC1. Reaction SMILES: [BH4-:21].[CH3:23][CH2:24][OH:25].[Cl:17][Ce:18]([Cl:19])[Cl:20].[Na+:22].[cH:1]1[c:2]([C:11]2=[CH:12][C:13](=[O:16])[CH2:14][CH2:15]2)[cH:3][cH:4][c:5]2[cH:6][cH:7][cH:8][cH:9][c:10]12>>[cH:1]1[c:2]([C:11]2=[CH:12][CH:13]([OH:16])[CH2:14][CH2:15]2)[cH:3][cH:4][c:5]2[cH:6][cH:7][cH:8][cH:9][c:10]12. Starting materials: FC=1C=C(C=C(C1)F)Br (3,5-difluorobromobenzene), C(=O)=O (dry ice), [Li]CCCC (n-BuLi), C(C)(C)NC(C)C (diisopropylamine). The solvent is C1CCOC1 (THF), C1CCOC1 (THF). Conditions: temperature -50 celsius. The product is BrC1=CC(=C(C(=O)O)C(=C1)F)F (4-Bromo-2,6-difluorobenzoic acid). Yield: 38.0%. RXN SMILES: [Li]CCCC.C(NC(C)C)(C)C.[F:13][C:14]1[CH:15]=[C:16]([Br:21])[CH:17]=[C:18]([F:20])[CH:19]=1.[C:22](=[O:24])=[O:23]>C1COCC1>[Br:21][C:16]1[CH:15]=[C:14]([F:13])[C:19]([C:22]([OH:24])=[O:23])=[C:18]([F:20])[CH:17]=1. Procedure details: n-BuLi (220 mL, 550 mmol, 2.5 M) was added dropwise to a solution of diisopropylamine (61 g) in THF (500 mL) with stirring at −50° C. under N2. After the addition, the reaction mixture was stirred at −50° C. for 15 minutes, and then warmed to 0° C. for 1 hour. The reaction was cooled to −50° C. and then a solution of 3,5-difluorobromobenzene (96 g, 0.5 mole) in THF (500 mL) was added dropwise. After the addition, the reaction mixture was stirred at −50° C. for 2 hours and then dry ice (about 200... The reactants are NC(CC1=C(CCC2=NC(=NC=C2C(F)(F)F)NC2=CC=C(C=C2)C2N(CCCC2)C(=O)OC(C)(C)C)C=CC=C1)=O (tert-Butyl 2-(4-((4-(2-(2-amino-2-oxoethyl)phenethyl)-5-(trifluoromethyl)pyrimidin-2-yl)amino)phenyl)piperidine-1-carboxylate), FC(C(=O)O)(F)F (Trifluoroacetic acid). The solvent is C(Cl)Cl (DCM), C(Cl)Cl (DCM). Conditions: time 22 hour. Product: N1C(CCCC1)C1=CC=C(C=C1)NC1=NC=C(C(=N1)CCC1=C(C=CC=C1)CC(=O)N)C(F)(F)F (2-(2-(2-(2-((4-(Piperidin-2-yl)phenyl)amino)-5-(trifluoromethyl)pyrimidin-4-yl)ethyl)phenyl)acetamide). Isolated yield 88.2%. As a reaction SMILES: [NH2:1][C:2](=[O:42])[CH2:3][C:4]1[CH:41]=[CH:40][CH:39]=[CH:38][C:5]=1[CH2:6][CH2:7][C:8]1[C:13]([C:14]([F:17])([F:16])[F:15])=[CH:12][N:11]=[C:10]([NH:18][C:19]2[CH:24]=[CH:23][C:22]([CH:25]3[CH2:30][CH2:29][CH2:28][CH2:27][N:26]3C(OC(C)(C)C)=O)=[CH:21][CH:20]=2)[N:9]=1.FC(F)(F)C(O)=O>C(Cl)Cl>[NH:26]1[CH2:27][CH2:28][CH2:29][CH2:30][CH:25]1[C:22]1[CH:23]=[CH:24][C:19]([NH:18][C:10]2[N:9]=[C:8]([CH2:7][CH2:6][C:5]3[CH:38]=[CH:39][CH:40]=[CH:41][C:4]=3[CH2:3][C:2]([NH2:1])=[O:42])[C:13]([C:14]([F:17])([F:15])[F:16])=[CH:12][N:11]=2)=[CH:20][CH:21]=1. Reported procedure: tert-Butyl 2-(4-((4-(2-(2-amino-2-oxoethyl)phenethyl)-5-(trifluoromethyl)pyrimidin-2-yl)amino)phenyl)piperidine-1-carboxylate (I41) (0.087 g, 0.15 mmol) was dissolved in dry DCM (5 mL) under an atmosphere of nitrogen. Trifluoroacetic acid (0.351 mL, 4.58 mmol) was added to the solution and the reaction was stirred at room temperature for 22 hours. Volatiles were removed in vacuo, EtOAc (20 mL) and sat. aq. NaHCO3 (15 mL) were added to the residue and the layers were separated. The aqueous layer ... RXN SMILES: [CH3:45][S:46](=[O:47])[CH3:48].[CH:35]([N:36]([CH:37]([CH3:38])[CH3:39])[CH2:40][CH3:41])([CH3:42])[CH3:43].[F:16][c:17]1[c:18](-[c:24]2[n:25][c:26]([N:29]3[CH2:30][CH2:31][NH:32][CH2:33][CH2:34]3)[s:27][cH:28]2)[cH:19][cH:20][cH:21][c:22]1[F:23].[OH2:44].[n:1]1[n:2][c:3]([NH:7][C:8]([O:9][CH2:10][C:11]([Cl:12])([Cl:13])[Cl:14])=[O:15])[cH:4][cH:5][cH:6]1>>[n:1]1[n:2][c:3]([NH:7][C:8](=[O:15])[N:32]2[CH2:31][CH2:30][N:29]([c:26]3[n:25][c:24](-[c:18]4[c:17]([F:16])[c:22]([F:23])[cH:21][cH:20][cH:19]4)[cH:28][s:27]3)[CH2:34][CH2:33]2)[cH:4][cH:5][cH:6]1. Reactants: CS(C)=O, CCN(C(C)C)C(C)C, Fc1cccc(-c2csc(N3CCNCC3)n2)c1F, O, O=C(Nc1cccnn1)OCC(Cl)(Cl)Cl. Product: O=C(Nc1cccnn1)N1CCN(c2nc(-c3cccc(F)c3F)cs2)CC1.